Task: describe an organic reaction: reactants, conditions, products, and yield. Dataset: the Open Reaction Database (ORD), a public repository of structured organic reaction records Reactants: OC=1N=CC(=NC1)C(=O)O (5-Hydroxy-pyrazine-2-carboxylic acid), S(=O)(Cl)Cl (thionyl chloride), CN(C)C=O (DMF), N1=CC=CC=C1 (pyridine), C(C)(=O)OCC.CCCCCC (ethyl acetate n-hexane). Reaction conditions: time 3 hour. Yields the product COC(=O)C1=NC=C(N=C1)Cl (5-Chloro-pyrazine-2-carboxylic acid methyl ester). Yield: 91.0%. As a reaction SMILES: O[C:2]1[N:3]=C[C:5](C(O)=O)=[N:6][CH:7]=1.S(Cl)([Cl:13])=O.CN(C=O)C.N1C=CC=CC=1.[C:26]([O:29][CH2:30]C)(=[O:28])[CH3:27].CCCCCC>>[CH3:30][O:29][C:26]([C:27]1[CH:5]=[N:6][C:7]([Cl:13])=[CH:2][N:3]=1)=[O:28] |f:4.5|. Reported procedure: Reflux a mixture of 5-Hydroxy-pyrazine-2-carboxylic acid (6.568 g, 46.88 mmol), thionyl chloride (51 mL, 703.2 mmol), and DMF (0.50 mL) for 4 h. Cool the mixture to room temperature, concentrate in vacuo, and pump on high vacuum for 3 h. Dilute the mixture with MeOH (25 mL) and add pyridine (4.5 mL, 55.7 mmol). Stir the mixture overnight at room temperature. Adsorb the reaction mixture onto silica gel and subject the mixture to flash column chromatography (330 g column, 25%-60% ethyl acetate/n-h...